This data is from the Open Reaction Database (ORD), a public repository of structured organic reaction records. The task is: describe an organic reaction: reactants, conditions, products, and yield Reactants: ClC1=NC(=NC=C1C(=O)C=1SC=CC1)OC1=C(C=CC=C1)Cl ([4-Chloro-2-(2-chloro-phenoxy)-pyrimidin-5-yl]-thiophen-2-yl-methanone), NN (hydrazine). Solvent: C(C)O (ethanol), C1CCOC1 (THF). Run at time 10 minute. Product: ClC1=C(OC2=NC=C3C(=N2)NN=C3C=3SC=CC3)C=CC=C1 (6-(2-Chloro-phenoxy)-3-thiophen-2-yl-1H-pyrazolo[3,4-d]pyrimidine). Yield: 47.6%. As a reaction SMILES: Cl[C:2]1[C:7]([C:8]([C:10]2[S:11][CH:12]=[CH:13][CH:14]=2)=O)=[CH:6][N:5]=[C:4]([O:15][C:16]2[CH:21]=[CH:20][CH:19]=[CH:18][C:17]=2[Cl:22])[N:3]=1.[NH2:23][NH2:24]>C(O)C.C1COCC1>[Cl:22][C:17]1[CH:18]=[CH:19][CH:20]=[CH:21][C:16]=1[O:15][C:4]1[N:3]=[C:2]2[NH:23][N:24]=[C:8]([C:10]3[S:11][CH:12]=[CH:13][CH:14]=3)[C:7]2=[CH:6][N:5]=1. Reported procedure: [4-Chloro-2-(2-chloro-phenoxy)-pyrimidin-5-yl]-thiophen-2-yl-methanone (82 mg, 0.23 mmol) was dissolved in a mixture of 10 mL ethanol and 0.5 mL THF, and 15 mg of anhydrous hydrazine was added. The reaction mixture was stirred at room temperature for 10 minutes and then was heated to 80° C. for 20 minutes. Solvent was removed under reduced pressure, and the residue was purified by preparative scale TLCusing 1.8% MeOH in methylene chloride to yield 36 mg of 6-(2-Chloro-phenoxy)-3-thiophen-2-yl-1H... Reactants: CC1=C(C(=CC(=C1C)OCC(=CC1=CC=C(C=C1)C)C)C)NC=O (N-[2,3,6-trimethyl-4-[[2-methyl-3-(4-methylphenyl)-2-propenyl]oxy]phenyl]formamide), C([O-])([O-])=O.[K+].[K+] (potassium carbonate), CN(C1=CC=CC=C1)C (N,N-dimethylaniline), CCCCCCC (heptane), CCCCCCC (heptane). Reaction conditions: temperature 190 celsius, time 4 hour. The product is OC1=C(C(=C(C(=C1C)C)NC=O)C)C(=C(C)C)C1=CC=C(C=C1)C (N-[4-hydroxy-3-[2-methyl-1-(4-methylphenyl)-1-propenyl]-2,5,6-trimethylphenyl]formamide). Isolated yield 86.9%. As a reaction SMILES: [CH3:1][C:2]1[C:7]([CH3:8])=[C:6]([O:9]CC(C)=CC2C=CC(C)=CC=2)[CH:5]=[C:4]([CH3:21])[C:3]=1[NH:22][CH:23]=[O:24].[C:25](=O)([O-])[O-].[K+].[K+].CN(C)[C:33]1[CH:38]=CC=C[CH:34]=1.[CH3:40][CH2:41][CH2:42][CH2:43][CH2:44][CH2:45][CH3:46]>>[OH:9][C:6]1[C:5]([CH3:25])=[C:4]([CH3:21])[C:3]([NH:22][CH:23]=[O:24])=[C:2]([CH3:1])[C:7]=1[C:8]([C:42]1[CH:41]=[CH:40][C:45]([CH3:46])=[CH:44][CH:43]=1)=[C:33]([CH3:38])[CH3:34] |f:1.2.3|. Procedure: A mixture of N-[2,3,6-trimethyl-4-[[2-methyl-3-(4-methylphenyl)-2-propenyl]oxy]phenyl]formamide (920 g), potassium carbonate (4.6 g) and N,N-dimethylaniline (2760 ml) was stirred at 190° C. for 4 hr under nitrogen stream. The mixture was cooled to 100° C. and heptane (1840 ml) was added dropwise thereto. The mixture was further cooled to 30° C. and heptane (3680 ml) was added dropwise thereto. The mixture was stirred at the same temperature for 1 hr, and the precipitated crystals were collected ... Starting materials: O=C(Cl)CCC(=O)Cl, C[Si](C)(C)Cl, Cc1ccccc1-c1cc(N)ncc1N(C)C(=O)C(C)(C)c1cc(C(F)(F)F)cc(C(F)(F)F)c1, c1ccncc1. The product is Cc1ccccc1-c1cc(N2C(=O)CCC2=O)ncc1N(C)C(=O)C(C)(C)c1cc(C(F)(F)F)cc(C(F)(F)F)c1. RXN SMILES: [C:41]([CH2:42][CH2:43][C:44](=[O:45])[Cl:48])([Cl:46])=[O:47].[CH3:36][Si:37]([CH3:38])([CH3:39])[Cl:40].[NH2:1][c:2]1[cH:3][c:4](-[c:29]2[c:30]([CH3:35])[cH:31][cH:32][cH:33][cH:34]2)[c:5]([N:8]([C:9]([C:10]([CH3:11])([CH3:12])[c:13]2[cH:14][c:15]([C:23]([F:24])([F:25])[F:26])[cH:16][c:17]([C:19]([F:20])([F:21])[F:22])[cH:18]2)=[O:27])[CH3:28])[cH:6][n:7]1.[cH:49]1[cH:50][cH:51][n:52][cH:53][cH:54]1>>[N:1]1([c:2]2[cH:3][c:4](-[c:29]3[c:30]([CH3:35])[cH:31][cH:32][cH:33][cH:34]3)[c:5]([N:8]([C:9]([C:10]([CH3:11])([CH3:12])[c:13]3[cH:14][c:15]([C:23]([F:24])([F:25])[F:26])[cH:16][c:17]([C:19]([F:20])([F:21])[F:22])[cH:18]3)=[O:27])[CH3:28])[cH:6][n:7]2)[C:41](=[O:47])[CH2:42][CH2:43][C:44]1=[O:45]. Starting materials: C(C)OC(=O)C=1NC2=C(C=CC=C2C1C)C (3,7-dimethyl-1H-indole-2-carboxylic acid ethyl ester), ClC=1C=C2C=C(NC2=C(C1)CC#N)C(=O)O (5-chloro-7-cyanomethyl-1H-indole-2-carboxylic acid), ClC=1C=C2C=C(NC2=C(C1)CC#N)C(=O)O (5-chloro-7-cyanomethyl-1H-indole-2-carboxylic acid). Yields the product CC1=C(NC2=C(C=CC=C12)C)C(=O)O (3,7-Dimethyl-1H-indole-2-carboxylic acid). RXN SMILES: C([O:3][C:4]([C:6]1[NH:7][C:8]2[C:13]([C:14]=1[CH3:15])=[CH:12][CH:11]=[CH:10][C:9]=2[CH3:16])=[O:5])C.ClC1C=C2C(=C(CC#N)C=1)NC(C(O)=O)=C2>>[CH3:15][C:14]1[C:13]2[C:8](=[C:9]([CH3:16])[CH:10]=[CH:11][CH:12]=2)[NH:7][C:6]=1[C:4]([OH:5])=[O:3]. Procedure details: The title compound is prepared by saponification of 3,7-dimethyl-1H-indole-2-carboxylic acid ethyl ester (prepared by Fischer indole synthesis as described in Tetrahedron Lett. 2003, 44, 5665) using the procedure described above for the synthesis of 5-chloro-7-cyanomethyl-1H-indole-2-carboxylic acid (acid 1, step g)). Reactants: ClC1=NC(=NC=N1)NC1=CC=C(C=C1)N1C[C@@H](CCC1)O ((R)-1-(4-((4-chloro-1,3,5-triazin-2-yl)amino)phenyl)piperidin-3-ol), C(C1=CC=CC=C1)C=1C=NC(=NC1)N1CCNCC1.C(C)(C)N(CC)C(C)C (diisopropylethylamine 5-benzyl-2-(piperazin-1-yl)pyrimidine), O1CCOCC1 (dioxane). Reaction conditions: time 2 hour. The product is C(C1=CC=CC=C1)C=1C=NC(=NC1)N1CCN(CC1)C1=NC(=NC=N1)NC1=CC=C(CN2C[C@@H](CCC2)O)C=C1 ((R)-1-(4-((4-(4-(5-benzylpyrimidin-2-yl)piperazin-1-yl)-1,3,5-triazin-2-yl)amino)benzyl)piperidin-3-ol). Reaction SMILES: Cl[C:2]1[N:7]=[CH:6][N:5]=[C:4]([NH:8][C:9]2[CH:14]=[CH:13][C:12](N3CCC[C@@H](O)C3)=[CH:11][CH:10]=2)[N:3]=1.[CH2:22]([C:29]1[CH:30]=[N:31][C:32]([N:35]2[CH2:40][CH2:39][NH:38][CH2:37][CH2:36]2)=[N:33][CH:34]=1)[C:23]1[CH:28]=[CH:27][CH:26]=[CH:25][CH:24]=1.[CH:41]([N:44]([CH:47](C)C)[CH2:45]C)(C)[CH3:42].[O:50]1[CH2:55][CH2:54]OCC1>>[CH2:22]([C:29]1[CH:30]=[N:31][C:32]([N:35]2[CH2:40][CH2:39][N:38]([C:2]3[N:7]=[CH:6][N:5]=[C:4]([NH:8][C:9]4[CH:10]=[CH:11][C:12]([CH2:45][N:44]5[CH2:41][CH2:42][CH2:54][C@@H:55]([OH:50])[CH2:47]5)=[CH:13][CH:14]=4)[N:3]=3)[CH2:37][CH2:36]2)=[N:33][CH:34]=1)[C:23]1[CH:28]=[CH:27][CH:26]=[CH:25][CH:24]=1 |f:1.2|. Procedure details: To a solution of (R)-1-(4-((4-chloro-1,3,5-triazin-2-yl)amino)phenyl)piperidin-3-ol in dioxane was added diisopropylethylamine 5-benzyl-2-(piperazin-1-yl)pyrimidine. The reaction mixture was stirred at room temperature for 2 hours. The solvents were removed, and the residue was washed with methanol (10 mL) to afford (R)-1-(4-((4-(4-(5-benzylpyrimidin-2-yl)piperazin-1-yl)-1,3,5-triazin-2-yl)amino)benzyl)piperidin-3-ol (Compound 165). Starting materials: stannous chloride-2H2O, [OH-].[Na+] (NaOH), CC=1C=C(C=C(C1)C)SC1=C(C#N)C(=CC=C1)[N+](=O)[O-] (2-[(3,5-dimethylphenyl)thio]-6-nitrobenzonitrile). Run in Cl (HCl), O (water), COCCOCCOC (diglyme). Yields the product NC1=C(C#N)C(=CC=C1)SC1=CC(=CC(=C1)C)C (2-amino-6-[(3,5-dimethylphenyl)thio]benzonitrile). Yield: 64.0%. RXN SMILES: [CH3:1][C:2]1[CH:3]=[C:4]([S:9][C:10]2[CH:17]=[CH:16][CH:15]=[C:14]([N+:18]([O-])=O)[C:11]=2[C:12]#[N:13])[CH:5]=[C:6]([CH3:8])[CH:7]=1.[OH-].[Na+]>COCCOCCOC.Cl.O>[NH2:18][C:14]1[CH:15]=[CH:16][CH:17]=[C:10]([S:9][C:4]2[CH:3]=[C:2]([CH3:1])[CH:7]=[C:6]([CH3:8])[CH:5]=2)[C:11]=1[C:12]#[N:13] |f:1.2|. Procedure details: 2-[(3,5-Dimethylphenyl)thio]-6-nitrobenzonitrile (Example 5) (1.0 g, 0.0035 mol) was dissolved in 50 ml of diglyme. A solution of stannous chloride-2H2O (3.16 g, 0.014 mol) in 15 ml of concentrated HCl was added dropwise with stirring. After stirring 1 h and 15 min, the reaction mixture was poured into a solution of 12 g NaOH in 100 ml of water with ice added to bring the total volume to 300 ml. The mixture was stirred for 1 h and the solid was collected by vacuum filtration. Chromatography on s... The reactants are C(=O)(C(F)(F)F)O (TFA), FC1=C(C(=CC=C1)F)C=1SC=C(N1)C(=O)NC=1C=NC2=CC=CC=C2C1N1C[C@H](CCC1)NC(OC(C)(C)C)=O (tert-butyl {(3S)-1-[3-({[2-(2,6-difluorophenyl)-1,3-thiazol-4-yl]carbonyl}amino)quinolin-4-yl]piperidin-3-yl}carbamate). Solvent: C(Cl)Cl (DCM). Run at time 30 minute. Yields the product N[C@@H]1CN(CCC1)C1=C(C=NC2=CC=CC=C12)NC(=O)C=1N=C(SC1)C1=C(C=CC=C1F)F (N-{4-[(3S)-3-Aminopiperidin-1-yl]quinolin-3-yl}-2-(2,6-difluorophenyl)-1,3-thiazole-4-carboxamide). Isolated yield 54.0%. Reaction SMILES: C(O)(C(F)(F)F)=O.[F:8][C:9]1[CH:14]=[CH:13][CH:12]=[C:11]([F:15])[C:10]=1[C:16]1[S:17][CH:18]=[C:19]([C:21]([NH:23][C:24]2[CH:25]=[N:26][C:27]3[C:32]([C:33]=2[N:34]2[CH2:39][CH2:38][CH2:37][C@H:36]([NH:40]C(=O)OC(C)(C)C)[CH2:35]2)=[CH:31][CH:30]=[CH:29][CH:28]=3)=[O:22])[N:20]=1>C(Cl)Cl>[NH2:40][C@H:36]1[CH2:37][CH2:38][CH2:39][N:34]([C:33]2[C:32]3[C:27](=[CH:28][CH:29]=[CH:30][CH:31]=3)[N:26]=[CH:25][C:24]=2[NH:23][C:21]([C:19]2[N:20]=[C:16]([C:10]3[C:11]([F:15])=[CH:12][CH:13]=[CH:14][C:9]=3[F:8])[S:17][CH:18]=2)=[O:22])[CH2:35]1. Procedure: TFA (2.0 mL) was added to a solution of tert-butyl {(3S)-1-[3-({[2-(2,6-difluorophenyl)-1,3-thiazol-4-yl]carbonyl}amino)quinolin-4-yl]piperidin-3-yl}carbamate (57.4 mg, 0.101 mmol) in DCM (2.0 mL). The mixture was stirred at room temperature for 30 min., and then concentrated under reduced pressure. The resulting residue was purified using RP-HPLC (XBridge™ C18 column, eluting with a gradient of MeCN/water containing 0.15% NH4OH, at flow rate of 30 mL/min.) to afford the title compound as a whit...